From a dataset of the Open Reaction Database (ORD), a public repository of structured organic reaction records. describe an organic reaction: reactants, conditions, products, and yield Starting materials: [OH-].[Na+] (sodium hydroxide), OC1=C(C=CC=C1)CCC(=O)N1CCN(CC1)C (3-(2-hydroxyphenyl)-1-(4-methylpiperazino)-1-propanone), Cl (hydrochloric acid), BrCCCCCCCCCCCCCCCCCC (1-bromooctadecane). The solvent is CS(=O)C (dimethylsulfoxide), O (water). Reaction conditions: temperature 80 celsius, time 3.75 hour. The product is CN1CCN(CC1)C(CCC1=C(C=CC=C1)OCCCCCCCCCCCCCCCCCC)=O (1-(4-Methylpiperazino)-3-[2-(octadecyloxy)phenyl]-1-propanone). Isolated yield 9.3%. RXN SMILES: [OH-].[Na+].[OH:3][C:4]1[CH:9]=[CH:8][CH:7]=[CH:6][C:5]=1[CH2:10][CH2:11][C:12]([N:14]1[CH2:19][CH2:18][N:17]([CH3:20])[CH2:16][CH2:15]1)=[O:13].Br[CH2:22][CH2:23][CH2:24][CH2:25][CH2:26][CH2:27][CH2:28][CH2:29][CH2:30][CH2:31][CH2:32][CH2:33][CH2:34][CH2:35][CH2:36][CH2:37][CH2:38][CH3:39].Cl>CS(C)=O.O>[CH3:20][N:17]1[CH2:18][CH2:19][N:14]([C:12](=[O:13])[CH2:11][CH2:10][C:5]2[CH:6]=[CH:7][CH:8]=[CH:9][C:4]=2[O:3][CH2:39][CH2:38][CH2:37][CH2:36][CH2:35][CH2:34][CH2:33][CH2:32][CH2:31][CH2:30][CH2:29][CH2:28][CH2:27][CH2:26][CH2:25][CH2:24][CH2:23][CH3:22])[CH2:15][CH2:16]1 |f:0.1|. Procedure: 10% sodium hydroxide aqueous solution (6.70 g) was added to a solution containing 3-(2-hydroxyphenyl)-1-(4-methylpiperazino)-1-propanone (2.07 g) obtained in Example 3(1) in dimethylsulfoxide (21 ml). The mixture was heated up to 80° C. and 1-bromooctadecane (2.78 g) was added thereto. After being stirred for 3.75 hours at 80° C., the reaction mixture, with water added thereto, was neutralized with 1N hydrochloric acid. The deposited solid was corrected by filtration and washed with water. This ... Starting materials: FC1=C(C(=O)Cl)C=CC(=C1)F (2,4-difluorobenzoyl chloride), [N+](=O)([O-])C1=CC=C(N)C=C1 (4-nitroaniline). Reagents/catalysts: [Cl-].[Zn+2].[Cl-] (Zinc chloride). Solvent: Cl (hydrochloric acid). Conditions: temperature 180 celsius, time 2.5 hour. The product is NC1=C(C(=O)C2=C(C=C(C=C2)F)F)C=C(C=C1)[N+](=O)[O-] (2-amino-5-nitro-2',4'-difluorobenzophenone). Yield: 9.5%. RXN SMILES: [F:1][C:2]1[CH:10]=[C:9]([F:11])[CH:8]=[CH:7][C:3]=1[C:4](Cl)=[O:5].[N+:12]([C:15]1[CH:21]=[CH:20][C:18]([NH2:19])=[CH:17][CH:16]=1)([O-:14])=[O:13]>[Cl-].[Zn+2].[Cl-].Cl>[NH2:19][C:18]1[CH:20]=[CH:21][C:15]([N+:12]([O-:14])=[O:13])=[CH:16][C:17]=1[C:4]([C:3]1[CH:7]=[CH:8][C:9]([F:11])=[CH:10][C:2]=1[F:1])=[O:5] |f:2.3.4|. Procedure details: A mixture of 2,4-difluorobenzoyl chloride (88.3 g) and 4-nitroaniline (32.9 g) was heated at 180° C. for 25 minutes. Zinc chloride (39 g) was added portionwise to the resulting mixture. The mixture was stirred for 2.5 hours at 195° C. and cooled to 130° C. To the mixture was added 3N hydrochloric acid (100 ml) and the resulting mixture was refluxed for 2 hours, then the supernatant was decanted out. 75% Sulfuric acid was added to the residue and the mixture was stirred at 130° C. for 2 hours. Th... The reactants are C(=O)(OC(C)(C)C)N1CCNCC1 (1-Boc-piperazine), C(C)(C)N(CC)C(C)C (diisopropylethylamine), FC(C1=C(C(=O)Cl)C=CC=C1)(F)F (2-trifluoromethylbenzoyl chloride). Run in ClCCl (dichloromethane). Conditions: time 1 minute. The product is C(C)(C)(C)OC(=O)N1CCN(CC1)C(C1=C(C=CC=C1)C(F)(F)F)=O (4-(2-trifluoromethylbenzoyl)-piperazine-1-carboxylic acid tert-butyl ester). Yield: 95.0%. RXN SMILES: [C:1]([N:8]1[CH2:13][CH2:12][NH:11][CH2:10][CH2:9]1)([O:3][C:4]([CH3:7])([CH3:6])[CH3:5])=[O:2].C(N(C(C)C)CC)(C)C.[F:23][C:24]([F:35])([F:34])[C:25]1[CH:33]=[CH:32][CH:31]=[CH:30][C:26]=1[C:27](Cl)=[O:28]>ClCCl>[C:4]([O:3][C:1]([N:8]1[CH2:9][CH2:10][N:11]([C:27](=[O:28])[C:26]2[CH:30]=[CH:31][CH:32]=[CH:33][C:25]=2[C:24]([F:23])([F:34])[F:35])[CH2:12][CH2:13]1)=[O:2])([CH3:7])([CH3:6])[CH3:5]. Reported procedure: To a stirred solution of 1-Boc-piperazine (1.960 g, 10.50 mmol) and diisopropylethylamine (2.714 g, 21 mmol, 3.63 mL) in dichloromethane (50 mL) was added 2-trifluoromethylbenzoyl chloride (2.086 g, 10.00 mmol) dropwise. The resulting mixture was stirred at ambient temperature for 1 minute and then quenched with water (25 mL). The organic phase was separated and washed with H2O, brine, dried over MgSO4 and then concentrated in vacuo to afford product 4-(2-trifluoromethylbenzoyl)-piperazine-1-car... Starting materials: CC1=NN(C2=CC=CC(=C12)N)CC1=NN(C=C1)C(C)C (3-Methyl-1-((1-isopropylpyrazole-3-yl)methyl)-4-amino-1H-indazole), ClC1=CC=2N(C=C1)C(=CN2)C(=O)OCC (Ethyl 7-chloroimidazo[1,2-a]pyridine-3-carboxylate), C[Si](C)(C)[N-][Si](C)(C)C.[Li+] (Lithium bis(trimethylsilyl)amide). Run in C1CCOC1 (THF). Reaction conditions: temperature 0 celsius. The product is ClC1=CC=2N(C=C1)C(=CN2)C(=O)NC2=C1C(=NN(C1=CC=C2)CC2=NN(C=C2)C(C)C)C (7-chloro-N-(1-((1-isopropyl-1H-pyrazol-3-yl)methyl)-3-methyl-1H-indazol-4-yl)imidazo[1,2-a]pyridine-3-carboxamide). Isolated yield 52.0%. As a reaction SMILES: [CH3:1][C:2]1[C:10]2[C:5](=[CH:6][CH:7]=[CH:8][C:9]=2[NH2:11])[N:4]([CH2:12][C:13]2[CH:17]=[CH:16][N:15]([CH:18]([CH3:20])[CH3:19])[N:14]=2)[N:3]=1.[Cl:21][C:22]1[CH:27]=[CH:26][N:25]2[C:28]([C:31](OCC)=[O:32])=[CH:29][N:30]=[C:24]2[CH:23]=1.C[Si]([N-][Si](C)(C)C)(C)C.[Li+]>C1COCC1>[Cl:21][C:22]1[CH:27]=[CH:26][N:25]2[C:28]([C:31]([NH:11][C:9]3[CH:8]=[CH:7][CH:6]=[C:5]4[C:10]=3[C:2]([CH3:1])=[N:3][N:4]4[CH2:12][C:13]3[CH:17]=[CH:16][N:15]([CH:18]([CH3:20])[CH3:19])[N:14]=3)=[O:32])=[CH:29][N:30]=[C:24]2[CH:23]=1 |f:2.3|. Reported procedure: 3-Methyl-1-((1-isopropylpyrazole-3-yl)methyl)-4-amino-1H-indazole (1 equivalent) and ethyl 7-chloroimidazo[1,2-a]pyridine-3-carboxylate (Example 7 step D; 1 equivalent) were dissolved in dry THF (0.2 M) and the resulting solution was cooled to 0° C. Lithium bis(trimethylsilyl)amide (2.3 equivalents) was slowly added and the resulting mixture was allowed to warm to ambient temperature overnight. THF was removed under vacuum and the remaining material was partitioned between water and ethyl acetat... The reactants are [O-]CC.[Na+] (sodium ethoxide), C(C)(C)(C)C(C(=O)OCC)C(=O)OCC (diethyl tert-butylmalonate), NC(=O)N (Urea). The solvent is C(C)O (ethanol), C(C)O (ethanol). The product is C(C)(C)(C)C=1C(NC(NC1O)=O)=O (5-tert-Butyl-6-hydroxy-1H-pyrimidine-2,4-dione). The yield is 48.5%. Reaction SMILES: [O-]CC.[Na+].[C:5]([CH:9]([C:15]([O:17]CC)=O)[C:10]([O:12]CC)=O)([CH3:8])([CH3:7])[CH3:6].[NH2:20][C:21]([NH2:23])=[O:22]>C(O)C>[C:5]([C:9]1[C:10](=[O:12])[NH:20][C:21](=[O:22])[NH:23][C:15]=1[OH:17])([CH3:6])([CH3:7])[CH3:8] |f:0.1|. Procedure: To a stirred solution of sodium ethoxide (prepared from 2.55 g of sodium, 10 mmol) in ethanol (60 ml), was added diethyl tert-butylmalonate (20 g, 92 mmol). The mixture was heated up to reflux. Urea (5.83 g, 97 mmol) in hot ethanol (50 ml) was added and the mixture was refluxed for 6 hr. The mixture was then evaporated in vacuo and the residue was dissolved in water (80 ml). The solution was washed with ether and the water layer was cooled in an ice bath and acidified by the addition of conc. hy... Reactants: C(C1=CC=CC=C1)(C1=CC=CC=C1)N1CC(C1)(C)OS(=O)(=O)C (1-benzhydryl-3-methanesulphonyloxy-3-methylazetidine), C(C1=CC=CC=C1)(C1=CC=CC=C1)N1CC(C1)(CCC)O (1-benzhydryl-3-hydroxy-3-propylazetidine). Product: C(C1=CC=CC=C1)(C1=CC=CC=C1)N1CC(C1)(CCC)OS(=O)(=O)C (1-Benzhydryl-3-methanesulphonyloxy-3-propylazetidine). As a reaction SMILES: [CH:1]([N:14]1[CH2:17][C:16]([O:19][S:20]([CH3:23])(=[O:22])=[O:21])([CH3:18])[CH2:15]1)([C:8]1[CH:13]=[CH:12][CH:11]=[CH:10][CH:9]=1)[C:2]1[CH:7]=[CH:6][CH:5]=[CH:4][CH:3]=1.[CH:24](N1CC(O)(CCC)C1)(C1C=CC=CC=1)[C:25]1C=CC=CC=1>>[CH:1]([N:14]1[CH2:17][C:16]([O:19][S:20]([CH3:23])(=[O:21])=[O:22])([CH2:18][CH2:24][CH3:25])[CH2:15]1)([C:8]1[CH:13]=[CH:12][CH:11]=[CH:10][CH:9]=1)[C:2]1[CH:3]=[CH:4][CH:5]=[CH:6][CH:7]=1. Reported procedure: 1-Benzhydryl-3-methanesulphonyloxy-3-propylazetidine was prepared under the conditions described for 1-benzhydryl-3-methanesulphonyloxy-3-methylazetidine in Patent Application EP 406,112, but starting with 2.4 g of 1-benzhydryl-3-hydroxy-3-propylazetidine. 2.4 g of 1-Benzhydryl-3-methanesulphonyloxy-3-propylazetidine are obtained in the form of a colorless solid, melting point 70° C.